This data is from the Open Reaction Database (ORD), a public repository of structured organic reaction records. The task is: describe an organic reaction: reactants, conditions, products, and yield The reactants are COC(=O)Cc1ccc(OC)c(Oc2ccc(Br)cc2CBr)c1, CC1NC(=O)OC1c1ccccc1. The product is COC(=O)Cc1ccc(OC)c(Oc2ccc(Br)cc2CN2C(=O)OC(c3ccccc3)C2C)c1. Reaction SMILES: [CH3:1][O:2][C:3]([CH2:4][c:5]1[cH:6][c:7]([O:13][c:14]2[c:15]([CH2:21][Br:22])[cH:16][c:17]([Br:20])[cH:18][cH:19]2)[c:8]([O:11][CH3:12])[cH:9][cH:10]1)=[O:23].[CH3:24][CH:25]1[NH:26][C:27](=[O:36])[O:28][CH:29]1[c:30]1[cH:31][cH:32][cH:33][cH:34][cH:35]1>>[CH3:1][O:2][C:3]([CH2:4][c:5]1[cH:6][c:7]([O:13][c:14]2[c:15]([CH2:21][N:26]3[CH:25]([CH3:24])[CH:29]([c:30]4[cH:31][cH:32][cH:33][cH:34][cH:35]4)[O:28][C:27]3=[O:36])[cH:16][c:17]([Br:20])[cH:18][cH:19]2)[c:8]([O:11][CH3:12])[cH:9][cH:10]1)=[O:23].